This data is from the Open Reaction Database (ORD), a public repository of structured organic reaction records. The task is: describe an organic reaction: reactants, conditions, products, and yield Reactants: O=C(Cl)c1ccc(CN2CCCCC2)c(Br)c1, Cc1ccc(N)cc1Nc1nccc(-c2cccnc2)n1, Cc1ccc(N)cc1Nc1nccc(-c2ccc(Cl)nc2)n1, Cl, Cl. Yields the product Cc1ccc(NC(=O)c2ccc(CN3CCCCC3)c(Br)c2)cc1Nc1nccc(-c2cccnc2)n1. Reaction SMILES: [Br:46][c:47]1[cH:48][c:49]([C:50](=[O:51])[Cl:52])[cH:53][cH:54][c:55]1[CH2:56][N:57]1[CH2:58][CH2:59][CH2:60][CH2:61][CH2:62]1.[CH3:1][c:2]1[c:3]([NH:9][c:10]2[n:11][cH:12][cH:13][c:14](-[c:16]3[cH:17][n:18][cH:19][cH:20][cH:21]3)[n:15]2)[cH:4][c:5]([NH2:6])[cH:7][cH:8]1.[Cl:22][c:23]1[n:24][cH:25][c:26](-[c:27]2[cH:28][cH:29][n:30][c:31]([NH:32][c:33]3[cH:34][c:35]([NH2:40])[cH:36][cH:37][c:38]3[CH3:39])[n:41]2)[cH:42][cH:43]1.[ClH:44].[ClH:45]>>[CH3:1][c:2]1[c:3]([NH:9][c:10]2[n:11][cH:12][cH:13][c:14](-[c:16]3[cH:17][n:18][cH:19][cH:20][cH:21]3)[n:15]2)[cH:4][c:5]([NH:6][C:50]([c:49]2[cH:48][c:47]([Br:46])[c:55]([CH2:56][N:57]3[CH2:58][CH2:59][CH2:60][CH2:61][CH2:62]3)[cH:54][cH:53]2)=[O:51])[cH:7][cH:8]1. The yield is 70.0%. RXN SMILES: [NH:1]([C:3]([NH:5][C:6]1[S:10][C:9]([C:11]([O:13][CH2:14][CH3:15])=[O:12])=[C:8]([CH3:16])[CH:7]=1)=[O:4])[NH2:2].[CH:17](OC)(OC)OC.O.C1(C)C=CC(S(O)(=O)=O)=CC=1>C(O)C>[CH3:16][C:8]1[CH:7]=[C:6]([N:5]2[C:3](=[O:4])[NH:1][N:2]=[CH:17]2)[S:10][C:9]=1[C:11]([O:13][CH2:14][CH3:15])=[O:12] |f:2.3|. Run in C(C)O (ethanol). The reactants are N(N)C(=O)NC1=CC(=C(S1)C(=O)OCC)C (ethyl 5-(hydrazinecarboxamido)-3-methylthiophene-2-carboxylate), C(OC)(OC)OC (trimethyl orthoformate), O.C1(=CC=C(C=C1)S(=O)(=O)O)C (p-toluenesulfonic acid monohydrate). Conditions: time 16 hour. The product is CC1=C(SC(=C1)N1C=NNC1=O)C(=O)OCC (ethyl 3-methyl-5-(5-oxo-1H-1,2,4-triazol-4(5H)-yl)thiophene-2-carboxylate). Procedure details: A mixture of ethyl 5-(hydrazinecarboxamido)-3-methylthiophene-2-carboxylate (12.80 g, 52.61 mmol), trimethyl orthoformate (6.33 mL, 57.86 mmol) and p-toluenesulfonic acid monohydrate (0.260 g, 1.367 mmol) in ethanol (130 mL) was stirred at reflux for 30 minutes. The reaction mixture was allowed to cool to ambient temperature, and kept at +5° C. for 16 h. The resulting solid was filtered and washed with ethyl acetate. The filtrate was concentrated, and the residue was triturated with ethanol. The... Starting materials: C[Si](N[Si](C)(C)C)(C)C (hexamethyldisilazane), NC1=CC=C(C=C1)C (p-toluidine), N (ammonia). The reagents and catalysts are S1(=O)(=O)NC(=O)C2=CC=CC=C12 (saccharin). Conditions: temperature 130 celsius. The product is C[Si](NC1=CC=C(C=C1)C)(C)C (N-trimethylsilyl-p-toluidine). Yield: 111.5%. RXN SMILES: [CH3:1][Si:2]([CH3:9])([CH3:8])[NH:3][Si](C)(C)C.N[C:11]1[CH:16]=[CH:15][C:14]([CH3:17])=[CH:13][CH:12]=1.N>S1(C2C(=CC=CC=2)C(=O)N1)(=O)=O>[CH3:1][Si:2]([CH3:9])([CH3:8])[NH:3][C:11]1[CH:16]=[CH:15][C:14]([CH3:17])=[CH:13][CH:12]=1. Procedure details: 25 ml of hexamethyldisilazane (0.12 mole) were added in 5 minutes to a mixture of 17.25 g (0.16 mole) of p-toluidine and 0.15 g (0.8 mmole) of saccharin which was heated to 130° C. in an oil bath. By titrating the ammonia evolved during the reaction, it was found that the calculated amount was evolved after refluxing for 2 hours and refluxing was continued for half an hour. The reaction mixture was vacuum distilled to yield 24.0 g (83%) of N-trimethylsilyl-p-toluidine with a boiling point of 98°... The reactants are C1(CC1)NC(=O)NC=1C(=NNC1)C1=NC2=C(N1)C=CC(=C2)CN2CCOCC2 (1-cyclopropyl-3-[3-(5-morpholin-4-ylmethyl-1H-benzoimidazol-2-yl)-1H-pyrazol-4-yl]-urea), C([C@@H](O)C)(=O)O (L-lactic acid). Solvent: CCOC(=O)C.CO (EtOAc MeOH). Product: C(C(O)C)(=O)O.C1(CC1)NC(=O)NC=1C(=NNC1)C1=NC2=C(N1)C=CC(=C2)CN2CCOCC2 (1-Cyclopropyl-3-[3-(5-Morpholin-4-ylmethyl-1H-Benzoimidazol-2-yl)-1H-Pyrazol-4-yl]-Urea lactate salt). RXN SMILES: [CH:1]1([NH:4][C:5]([NH:7][C:8]2[C:9]([C:13]3[NH:17][C:16]4[CH:18]=[CH:19][C:20]([CH2:22][N:23]5[CH2:28][CH2:27][O:26][CH2:25][CH2:24]5)=[CH:21][C:15]=4[N:14]=3)=[N:10][NH:11][CH:12]=2)=[O:6])[CH2:3][CH2:2]1.[C:29]([OH:34])(=[O:33])[C@H:30]([CH3:32])[OH:31]>CCOC(C)=O.CO>[C:29]([OH:34])(=[O:33])[CH:30]([CH3:32])[OH:31].[CH:1]1([NH:4][C:5]([NH:7][C:8]2[C:9]([C:13]3[NH:17][C:16]4[CH:18]=[CH:19][C:20]([CH2:22][N:23]5[CH2:24][CH2:25][O:26][CH2:27][CH2:28]5)=[CH:21][C:15]=4[N:14]=3)=[N:10][NH:11][CH:12]=2)=[O:6])[CH2:3][CH2:2]1 |f:2.3,4.5|. Reported procedure: To a solution of 1-cyclopropyl-3-[3-(5-morpholin-4-ylmethyl-1H-benzoimidazol-2-yl)-1H-pyrazol-4-yl]-urea (0.7 g, 1.83 mmol) in EtOAc-MeOH was added L-lactic acid (166 mg, 1.85 mmol). The mixture was stirred at ambient temperature then reduced in vacuo. This solid was purified by recrystallisation from boiling EtOH (20 mL) to give after drying 1-cyclopropyl-3-[3-(5-morpholin-4-ylmethyl-1H-benzoimidazol-2-yl)-1H-pyrazol-4-yl]-urea, L-lactate salt (0.48 g). The reactants are [Na] (sodium), 4A, CN1[C@@H](CCC1)CO (((S)-1-Methyl-pyrrolidin-2-yl)-methanol), COC(C(C=1SC=CC1)(C=1SC=CC1)O)=O (Hydroxy-di-thiophen-2-yl-acetic acid methyl ester), [Na] (sodium). Solvent: C1(=CC=CC=C1)C (toluene), C(C)OCC (diethylether). Conditions: temperature 80 celsius, time 3.5 hour. Yields the product CN1[C@@H](CCC1)COC(C(C=1SC=CC1)(C=1SC=CC1)O)=O (Hydroxy-di-thiophen-2-yl-acetic acid (S)-1-methyl-pyrrolidin-2-ylmethyl ester). Reaction SMILES: [CH3:1][N:2]1[CH2:6][CH2:5][CH2:4][C@H:3]1[CH2:7][OH:8].C[O:10][C:11](=O)[C:12]([OH:23])([C:18]1[S:19][CH:20]=[CH:21][CH:22]=1)[C:13]1[S:14][CH:15]=[CH:16][CH:17]=1.[Na]>C1(C)C=CC=CC=1.C(OCC)C>[CH3:1][N:2]1[CH2:6][CH2:5][CH2:4][C@H:3]1[CH2:7][O:8][C:11](=[O:10])[C:12]([OH:23])([C:13]1[S:14][CH:15]=[CH:16][CH:17]=1)[C:18]1[S:19][CH:20]=[CH:21][CH:22]=1 |^1:24|. Procedure details: To a mixture of molecular sieve 4A, ((S)-1-Methyl-pyrrolidin-2-yl)-methanol (3.71 g, 31.2 mmol) and Hydroxy-di-thiophen-2-yl-acetic acid methyl ester (3.96 g, 15.6 mmol) in toluene (40 ml) is added sodium (65 mg) and the suspension is heated under stirring to 80° C. for 3.5 hours. Additional sodium (65 mg) is then added and the reaction mixture stirred at 80° C. for 16 hours. The reaction mixture is cooled to room temperature, diluted with diethylether (100 ml) and extracted with HCl 1 M (2×100 ...